From a dataset of the Open Reaction Database (ORD), a public repository of structured organic reaction records. describe an organic reaction: reactants, conditions, products, and yield Reactants: [Br-], Br, Br, [Na+], [Na+], [OH-], O, C1=C(c2ccccc2)CCNC1. Yields the product c1ccc(C23CCNCC2O3)cc1. As a reaction SMILES: [Br-:3].[Br:1].[BrH:4].[Na+:18].[Na+:2].[OH-:17].[OH2:19].[c:5]1([C:11]2=[CH:12][CH2:13][NH:14][CH2:15][CH2:16]2)[cH:6][cH:7][cH:8][cH:9][cH:10]1>>[c:5]1([C:11]23[CH:12]([CH2:13][NH:14][CH2:15][CH2:16]2)[O:17]3)[cH:6][cH:7][cH:8][cH:9][cH:10]1.